Dataset: the Open Reaction Database (ORD), a public repository of structured organic reaction records. Task: describe an organic reaction: reactants, conditions, products, and yield Starting materials: ClC1=CC=C(C(=N1)C)C#C (6-chloro-3-ethynyl-2-methylpyridine), C(C(C)(C)C)(=O)OCN=[N+]=[N-] (azidomethyl pivalate). Product: C(C(C)(C)C)(=O)OCN1N=NC(=C1)C=1C(=NC(=CC1)Cl)C ([4-(6-Chloro-2-methylpyridin-3-yl)-1H-1,2,3-triazol-1-yl]methyl pivalate). RXN SMILES: [Cl:1][C:2]1[N:7]=[C:6]([CH3:8])[C:5]([C:9]#[CH:10])=[CH:4][CH:3]=1.[C:11]([O:17][CH2:18][N:19]=[N+:20]=[N-:21])(=[O:16])[C:12]([CH3:15])([CH3:14])[CH3:13]>>[C:11]([O:17][CH2:18][N:19]1[CH:10]=[C:9]([C:5]2[C:6]([CH3:8])=[N:7][C:2]([Cl:1])=[CH:3][CH:4]=2)[N:21]=[N:20]1)(=[O:16])[C:12]([CH3:15])([CH3:14])[CH3:13]. Reported procedure: The title compound was prepared as described in Example 413 Step 2 using 6-chloro-3-ethynyl-2-methylpyridine (Example 432, Step 1) (315 mg, 2.08 mmol) and azidomethyl pivalate (327 mg, 2.08 mmol) as starting materials.